describe an organic reaction: reactants, conditions, products, and yield From a dataset of the Open Reaction Database (ORD), a public repository of structured organic reaction records. The reactants are C(C1=CC=CC=C1)(C1=CC=CC=C1)N1CCN(CC1)CCCO (4-Benzhydryl-1-piperazinepropanol), C=C1CC(=O)O1 (diketene). The product is C(CC(=O)C)(=O)OCCCN1CCN(CC1)C(C1=CC=CC=C1)C1=CC=CC=C1 (3-(4-benzhydryl-1-piperazinyl)propyl acetoacetate). The yield is 96.3%. Reaction SMILES: [CH:1]([N:14]1[CH2:19][CH2:18][N:17]([CH2:20][CH2:21][CH2:22][OH:23])[CH2:16][CH2:15]1)([C:8]1[CH:13]=[CH:12][CH:11]=[CH:10][CH:9]=1)[C:2]1[CH:7]=[CH:6][CH:5]=[CH:4][CH:3]=1.[CH2:24]=[C:25]1[O:29][C:27](=[O:28])[CH2:26]1>>[C:27]([O:23][CH2:22][CH2:21][CH2:20][N:17]1[CH2:16][CH2:15][N:14]([CH:1]([C:2]2[CH:7]=[CH:6][CH:5]=[CH:4][CH:3]=2)[C:8]2[CH:13]=[CH:12][CH:11]=[CH:10][CH:9]=2)[CH2:19][CH2:18]1)(=[O:28])[CH2:26][C:25]([CH3:24])=[O:29]. Reported procedure: 4-Benzhydryl-1-piperazinepropanol was reacted with diketene in the same manner as Reference Example 2-(1) to give 3-(4-benzhydryl-1-piperazinyl)propyl acetoacetate as an oil. Yield 96.3%. NMR(CDCl3)δ: 1.62-1.98(2H, m), 3.40(2H, s), 4.16(2H, t, J=6.8), 4.20(1H, s), 7.10-7.49(10H, m).